Task: describe an organic reaction: reactants, conditions, products, and yield. Dataset: the Open Reaction Database (ORD), a public repository of structured organic reaction records The reactants are CN(N)C1=CC(N(N=C1)C1=CC(=CC=C1)C(F)(F)F)=O (5-(1-methylhydrazino)-2-(3'-trifluoromethylphenyl)-3(2H)-pyridazinone), COC(N(C)C)OC (N,N-dimethylformamide dimethyl acetal). The solvent is CN(C=O)C (dimethylformamide). Yields the product CN1N=CC2=NN(C(C=C21)=O)C2=CC(=CC=C2)C(F)(F)F (1-methyl-5-(3'-trifluoromethylphenyl)-1H-pyrazolo [4,3-c]pyridazin-6-(5H)-one). RXN SMILES: [CH3:1][N:2]([C:4]1[CH:9]=[N:8][N:7]([C:10]2[CH:15]=[CH:14][CH:13]=[C:12]([C:16]([F:19])([F:18])[F:17])[CH:11]=2)[C:6](=[O:20])[CH:5]=1)[NH2:3].[CH3:21]OC(OC)N(C)C>CN(C)C=O>[CH3:1][N:2]1[C:4]2[C:9](=[N:8][N:7]([C:10]3[CH:15]=[CH:14][CH:13]=[C:12]([C:16]([F:17])([F:18])[F:19])[CH:11]=3)[C:6](=[O:20])[CH:5]=2)[CH:21]=[N:3]1. Reported procedure: In 225 ml. of absolute dimethylformamide (dried over molecular sieves) under a nitrogen atmosphere are dissolved 8.5 grams of 5-(1-methylhydrazino)-2-(3'-trifluoromethylphenyl)-3(2H)-pyridazinone. To this solution are added 7.1 grams of N,N-dimethylformamide dimethyl acetal and the solution is refluxed for 72 hours. The reaction is followed by thin layer chromatography The reaction mixture is then evaporated to dryness in vacuo and column chromatographed on silica gel, eluting with a mixture of ...